Dataset: the Open Reaction Database (ORD), a public repository of structured organic reaction records. Task: describe an organic reaction: reactants, conditions, products, and yield Reactants: [Br-], CON(C)C(=O)c1ccc(Cl)c(Br)c1, C1CCOC1, C[Mg+]. Product: CC(=O)c1ccc(Cl)c(Br)c1. As a reaction SMILES: [Br-:15].[Br:1][c:2]1[cH:3][c:4]([C:5](=[O:6])[N:7]([O:8][CH3:9])[CH3:10])[cH:11][cH:12][c:13]1[Cl:14].[CH2:18]1[O:19][CH2:20][CH2:21][CH2:22]1.[CH3:16][Mg+:17]>>[Br:1][c:2]1[cH:3][c:4]([C:5](=[O:6])[CH3:16])[cH:11][cH:12][c:13]1[Cl:14]. Starting materials: C(#N)C1=C(C=CC=C1)NC(=O)C1=CC=C(CP(OCC)(OCC)=O)C=C1 (diethyl 4-[N-(2-cyanophenyl)carbamoyl]benzylphosphonate), CN (methylamine). Solvent: C1CCOC1 (THF). Reaction conditions: temperature 70 celsius. Product: CNC1=NC(=NC2=CC=CC=C12)C1=CC=C(CP(OCC)(OCC)=O)C=C1 (diethyl 4-(4-methylaminoquinazolin-2-yl)benzylphosphonate). Reaction SMILES: [C:1]([C:3]1[CH:8]=[CH:7][CH:6]=[CH:5][C:4]=1[NH:9][C:10]([C:12]1[CH:26]=[CH:25][C:15]([CH2:16][P:17](=[O:24])([O:21][CH2:22][CH3:23])[O:18][CH2:19][CH3:20])=[CH:14][CH:13]=1)=O)#[N:2].[CH3:27][NH2:28]>C1COCC1>[CH3:27][NH:28][C:1]1[C:3]2[C:4](=[CH:5][CH:6]=[CH:7][CH:8]=2)[N:9]=[C:10]([C:12]2[CH:26]=[CH:25][C:15]([CH2:16][P:17](=[O:24])([O:21][CH2:22][CH3:23])[O:18][CH2:19][CH3:20])=[CH:14][CH:13]=2)[N:2]=1. Procedure: A 3.7 g portion of diethyl 4-[N-(2-cyanophenyl)carbamoyl]benzylphosphonate and 10 ml of a 40% aqueous methylamine solution were dissolved in 50 ml of THF and refluxed with heating at 70° C. for 30 hours. After completion of the reaction, the solvent was distilled off under reduced pressure. The residue was subjected to silica gel column chromatography (eluent: chloroform: methanol=100:1) and the crude crystals obtained were recrystallized from chloroform-n-hexane to provide 1.0 g of the objectiv... Reactants: Cc1cc(C)n(-c2nc(Br)cnc2NC(=O)OC(C)(C)C)n1, O=C([O-])[O-], [Cs+], [Cs+], Nc1ccc(Cl)cc1, C1COCCO1. Yields the product Cc1cc(C)n(-c2nc(Nc3ccc(Cl)cc3)cnc2NC(=O)OC(C)(C)C)n1. Reaction SMILES: [C:1]([CH3:2])([CH3:3])([CH3:4])[O:5][C:6]([NH:7][c:8]1[n:9][cH:10][c:11]([Br:21])[n:12][c:13]1-[n:14]1[n:15][c:16]([CH3:20])[cH:17][c:18]1[CH3:19])=[O:22].[C:31](=[O:32])([O-:33])[O-:34].[Cs+:35].[Cs+:36].[NH2:23][c:24]1[cH:25][cH:26][c:27]([Cl:28])[cH:29][cH:30]1.[O:37]1[CH2:38][CH2:39][O:40][CH2:41][CH2:42]1>>[C:1]([CH3:2])([CH3:3])([CH3:4])[O:5][C:6]([NH:7][c:8]1[n:9][cH:10][c:11]([NH:23][c:24]2[cH:25][cH:26][c:27]([Cl:28])[cH:29][cH:30]2)[n:12][c:13]1-[n:14]1[n:15][c:16]([CH3:20])[cH:17][c:18]1[CH3:19])=[O:22]. Starting materials: [OH-].[Na+] (sodium hydroxide), ClC1=C(C(=O)C2=C(SC(=C2)CC)N2C(=NN=C2C)CNC(=O)C=2C=C(C(=O)OC)C=CC2)C=CC=C1 (methyl 3-(4-(3-(2-chlorobenzoyl)-5-ethylthiophen-2-yl)-5-methyl[1,2,4]triazol-3-ylmethylcarbamoyl)benzoate). The solvent is CO (Methanol). Run at time 2 hour. The product is ClC1=C(C(=O)C2=C(SC(=C2)CC)N2C(=NN=C2C)CNC(=O)C=2C=C(C(=O)O)C=CC2)C=CC=C1 (3-(4-(3-(2-chlorobenzoyl)-5-ethylthiophen-2-yl)-5-methyl[1,2,4]triazol-3-ylmethylcarbamoyl)benzoic acid). Yield: 83.0%. RXN SMILES: [OH-].[Na+].[Cl:3][C:4]1[CH:38]=[CH:37][CH:36]=[CH:35][C:5]=1[C:6]([C:8]1[CH:12]=[C:11]([CH2:13][CH3:14])[S:10][C:9]=1[N:15]1[C:19]([CH3:20])=[N:18][N:17]=[C:16]1[CH2:21][NH:22][C:23]([C:25]1[CH:26]=[C:27]([CH:32]=[CH:33][CH:34]=1)[C:28]([O:30]C)=[O:29])=[O:24])=[O:7]>CO>[Cl:3][C:4]1[CH:38]=[CH:37][CH:36]=[CH:35][C:5]=1[C:6]([C:8]1[CH:12]=[C:11]([CH2:13][CH3:14])[S:10][C:9]=1[N:15]1[C:19]([CH3:20])=[N:18][N:17]=[C:16]1[CH2:21][NH:22][C:23]([C:25]1[CH:26]=[C:27]([CH:32]=[CH:33][CH:34]=1)[C:28]([OH:30])=[O:29])=[O:24])=[O:7] |f:0.1|. Procedure details: Methanol (13 ml) and a 2M sodium hydroxide aqueous solution (2.5 ml) were added to methyl 3-(4-(3-(2-chlorobenzoyl)-5-ethylthiophen-2-yl)-5-methyl[1,2,4]triazol-3-ylmethylcarbamoyl)benzoate (1.3 g), and the mixture was stirred at room temperature for 2 hours. The reaction mixture was evaporated, and the residue was partitioned between water and ethyl acetate. The aqueous layer was taken out, and citric acid was added to adjust the aqueous solution to pH 3. The solution was extracted with ethyl a... The reactants are ClCCl, COc1cccc(C=O)c1OC, SCCCS. Product: COc1cccc(C2SCCCS2)c1OC. Reaction SMILES: [CH2:18]([Cl:19])[Cl:20].[CH3:1][O:2][c:3]1[c:4]([CH:5]=[O:6])[cH:7][cH:8][cH:9][c:10]1[O:11][CH3:12].[SH:13][CH2:14][CH2:15][CH2:16][SH:17]>>[CH3:1][O:2][c:3]1[c:4]([CH:5]2[S:13][CH2:14][CH2:15][CH2:16][S:17]2)[cH:7][cH:8][cH:9][c:10]1[O:11][CH3:12]. Starting materials: C(C)OC1=C(C(=C(C=C1)C1=C2CCC(C2=CC=C1)=O)O)OC (4-(4-ethoxy-2-hydroxy-3-methoxyphenyl)-2,3-dihydro-1H-inden-1-one), C([O-])([O-])=O.[K+].[K+] (potassium carbonate), C(C)I (ethyl iodide). The solvent is C(C)#N (acetonitrile). Conditions: temperature 80 celsius. Product: C(C)OC1=C(C=CC(=C1OC)OCC)C1=C2CCC(C2=CC=C1)=O (4-(2,4-Diethoxy-3-methoxyphenyl)-2,3-dihydro-1H-inden-1-one). Yield: 45.7%. RXN SMILES: [CH2:1]([O:3][C:4]1[CH:9]=[CH:8][C:7]([C:10]2[CH:18]=[CH:17][CH:16]=[C:15]3[C:11]=2[CH2:12][CH2:13][C:14]3=[O:19])=[C:6]([OH:20])[C:5]=1[O:21][CH3:22])[CH3:2].C(=O)([O-])[O-].[K+].[K+].[CH2:29](I)[CH3:30]>C(#N)C>[CH2:29]([O:20][C:6]1[C:5]([O:21][CH3:22])=[C:4]([O:3][CH2:1][CH3:2])[CH:9]=[CH:8][C:7]=1[C:10]1[CH:18]=[CH:17][CH:16]=[C:15]2[C:11]=1[CH2:12][CH2:13][C:14]2=[O:19])[CH3:30] |f:1.2.3|. Reported procedure: To a stirring solution of 4-(4-ethoxy-2-hydroxy-3-methoxyphenyl)-2,3-dihydro-1H-inden-1-one (90 mg, 0.302 mmol) in acetonitrile was added potassium carbonate (126 mg, 0.906 mmol) and ethyl iodide (141 mg, 0.906 mmol) and the resultant reaction mixture was heated to 80° C. for 4 h. The reaction mixture was cooled to RT, filtered through celite and the filtrate was concentrated under reduced pressure. Purification of the residue by flash column chromatography (silica gel, 0-20% ethyl acetate in pe... As a reaction SMILES: [CH3:1][N:2]1[N:6]=[N:5][C:4]([C@H:7]2[CH2:12][C@@H:11]([C:13]3[O:17][NH:16][C:15](=[O:18])[CH:14]=3)[CH2:10][CH2:9][N:8]2C(OCC2C=CC=CC=2)=O)=[N:3]1.Br>>[CH3:1][N:2]1[N:6]=[N:5][C:4]([C@H:7]2[CH2:12][C@@H:11]([C:13]3[O:17][NH:16][C:15](=[O:18])[CH:14]=3)[CH2:10][CH2:9][NH:8]2)=[N:3]1. Product: CN1N=C(N=N1)[C@@H]1NCC[C@@H](C1)C1=CC(NO1)=O (5-((2R,4S)-2-(2-Methyl-2H-tetrazol-5-yl)piperidin-4-yl)isoxazol-3(2H)-one). Isolated yield 73.3%. Starting materials: CN1N=C(N=N1)[C@@H]1N(CC[C@@H](C1)C1=CC(NO1)=O)C(=O)OCC1=CC=CC=C1 ((2R,4S)-Benzyl 2-(2-methyl-2H-tetrazol-5-yl)-4-(3-oxo-2,3-dihydroisoxazol-5-yl)piperidine-1-carboxylate), Br (hydrogen bromide). Reported procedure: (2R,4S)-Benzyl 2-(2-methyl-2H-tetrazol-5-yl)-4-(3-oxo-2,3-dihydroisoxazol-5-yl)piperidine-1-carboxylate (301 mg, 0.78 mmol) was dissolved in hydrogen bromide (33% in AcOH) (4.1 mL, 23.49 mmol) and reacted for 1 h. The mixture was evaporated and the residue was partitioned between water and EtOAc. The aqueous phase was purified by preparative HPLC on a Kromasil C8 column (10 μm 250×50 ID mm) using a gradient of 0-15% Acetonitrile in H2O/MeCN/NH3 95/5/0.2 buffer over 20 minutes with a flow of 100 ... Starting materials: S(=O)(=O)(O)O.N(N)C(=O)CCN(C[C@@H]1[C@H]([C@H]([C@@H](O1)N1C(=NC=2C(N)=NC=NC12)C)O)O)C (5′-Deoxy-5′-[(2-hydrazinocarbonylethyl)methylamino]-8-methyladenosine sulfate), C(=O)(OCC)CCN(C[C@@H]1[C@H]([C@H]([C@@H](O1)N1C=NC=2C(N)=NC=NC12)O)O)C (5′-[(2-Carboethoxyethyl)methylamino]-5′-deoxyadenosine), O.NN (hydrazine monohydrate). Product: S(=O)(=O)(O)O.N(N)C(=O)CCN(C[C@@H]1[C@H]([C@H]([C@@H](O1)N1C=NC=2C(N)=NC=NC12)O)O)C (5′-Deoxy-5′-[(2-hydrazinocarbonylethyl)methylamino]-adenosine sulfate). Reaction SMILES: [S:1]([OH:5])([OH:4])(=[O:3])=[O:2].[NH:6]([C:8]([CH2:10][CH2:11][N:12]([CH3:32])[CH2:13][C@H:14]1[O:18][C@@H:17]([N:19]2[C:28]3[N:27]=[CH:26][N:25]=[C:23]([NH2:24])[C:22]=3[N:21]=[C:20]2C)[C@H:16]([OH:30])[C@@H:15]1[OH:31])=[O:9])[NH2:7].C(CCN(C)C[C@H]1O[C@@H](N2C3N=CN=C(N)C=3N=C2)[C@H](O)[C@@H]1O)(OCC)=O.O.NN>>[S:1]([OH:5])([OH:4])(=[O:3])=[O:2].[NH:6]([C:8]([CH2:10][CH2:11][N:12]([CH3:32])[CH2:13][C@H:14]1[O:18][C@@H:17]([N:19]2[C:28]3[N:27]=[CH:26][N:25]=[C:23]([NH2:24])[C:22]=3[N:21]=[CH:20]2)[C@H:16]([OH:30])[C@@H:15]1[OH:31])=[O:9])[NH2:7] |f:0.1,3.4,5.6|. Procedure details: The procedure was the same as reported above for 13k using 13g (95 mg, 0.25 mmol) and hydrazine monohydrate (63 mg, 0.06 mL, 1.25 mmol): yield 39 mg (43%), MS: m/z 367 (M+H)+; 1HNMR (D2O) δ 8.47 (s, 1H, H-8), 8.45 (s, 1H, H-2), 6.17 (d, 1H, H-1′, J1′,2′=4.7 Hz), 4.90 (dd, 1H, H-2′, J2′,3′=5.2 Hz), 4.56-4.60 (bm, 1H, H-4′), 4.48 (dd, 1H, H-3′, J3′,4′=5.0 Hz), 3.82 (dd, 1H, 5′-CH2), 3.66 (dd, 1H, 5′-CH2), 3.59 (bt, 2H, N(CH3)—CH2), 2.97 (s, 3H, N—CH3), 2.86 (t, 2H, NHCO—CH2); UV λmax, nm, pH 1, 25...